The task is: describe an organic reaction: reactants, conditions, products, and yield. This data is from the Open Reaction Database (ORD), a public repository of structured organic reaction records. Reactants: C(C1=CC=CC=C1)OC=1N=NC(=CC1OCC1=CC=CC=C1)C#CC1=NC=C(C=C1)C(F)(F)F (3,4-bis(benzyloxy)-6-{[5-(trifluoromethyl)pyridin-2-yl]ethynyl}pyridazine), C(C1=CC=CC=C1)OC=1N=NC(=CC1OCC1=CC=CC=C1)C#C (3,4-bis(Benzyloxy)-6-ethynylpyridazine), IC1=CC=C(C=C1)OC(F)(F)F (1-iodo-4-(trifluoromethoxy)benzene), C(C1=CC=CC=C1)OC=1N=NC(=CC1OCC1=CC=CC=C1)C#CC1=NC=C(C=C1)C(F)(F)F (3,4-bis(benzyloxy)-6-{[5-(trifluoromethyl)pyridin-2-yl]ethynyl}pyridazine), C(C1=CC=CC=C1)OC=1N=NC(=CC1OCC1=CC=CC=C1)C#C (3,4-bis(Benzyloxy)-6-ethynylpyridazine). Yields the product C(C1=CC=CC=C1)OC=1N=NC(=CC1OCC1=CC=CC=C1)C#CC1=CC=C(C=C1)OC(F)(F)F (3,4-bis(Benzyloxy)-6-{2-[4-(trifluoromethoxy)phenyl]-ethynyl}pyridazine). Reaction SMILES: C(OC1N=NC(C#CC2C=CC(C(F)(F)F)=CN=2)=CC=1OCC1C=CC=CC=1)C1C=CC=CC=1.[CH2:35]([O:42][C:43]1[N:44]=[N:45][C:46]([C:57]#[CH:58])=[CH:47][C:48]=1[O:49][CH2:50][C:51]1[CH:56]=[CH:55][CH:54]=[CH:53][CH:52]=1)[C:36]1[CH:41]=[CH:40][CH:39]=[CH:38][CH:37]=1.I[C:60]1[CH:65]=[CH:64][C:63]([O:66][C:67]([F:70])([F:69])[F:68])=[CH:62][CH:61]=1>>[CH2:35]([O:42][C:43]1[N:44]=[N:45][C:46]([C:57]#[C:58][C:60]2[CH:61]=[CH:62][C:63]([O:66][C:67]([F:68])([F:69])[F:70])=[CH:64][CH:65]=2)=[CH:47][C:48]=1[O:49][CH2:50][C:51]1[CH:56]=[CH:55][CH:54]=[CH:53][CH:52]=1)[C:36]1[CH:37]=[CH:38][CH:39]=[CH:40][CH:41]=1. Reported procedure: Prepared as described for 3,4-bis(benzyloxy)-6-{[5-(trifluoromethyl)pyridin-2-yl]ethynyl}pyridazine (Intermediate 6) from 3,4-bis(benzyloxy)-6-ethynylpyridazine (Intermediate 5) and 1-iodo-4-(trifluoromethoxy)benzene.